Dataset: the Open Reaction Database (ORD), a public repository of structured organic reaction records. Task: describe an organic reaction: reactants, conditions, products, and yield The reactants are C(=C(C)C)C=1C=CC=2N(C1)C=CN2 (6-isobutenylimidazo[1,2-a]pyridine), C([O-])(O)=O.[Na+] (sodium bicarbonate), S(=O)([O-])[O-].[Na+].[Na+] (sodium sulfite), O=[O+][O-] (Ozone). Run in Cl (hydrochloric acid), O (water), CO (methanol), O (water). Run at temperature -5 celsius. Yields the product N=1C=CN2C1C=CC(=C2)CC(C)=O (1-(imidazo[1,2-a]pyridin-6-yl)-2-propanone). Yield: 70.5%. Reaction SMILES: [CH:1]([C:5]1[CH:6]=[CH:7][C:8]2[N:9]([CH:11]=[CH:12][N:13]=2)[CH:10]=1)=[C:2](C)[CH3:3].[O:14]=[O+][O-].S([O-])([O-])=O.[Na+].[Na+].C(=O)(O)[O-].[Na+]>Cl.O.CO>[N:13]1[CH:12]=[CH:11][N:9]2[CH:10]=[C:5]([CH2:1][C:2](=[O:14])[CH3:3])[CH:6]=[CH:7][C:8]=12 |f:2.3.4,5.6|. Procedure details: In a solution of 12.3 g of conc. hydrochloric acid, 45 ml of water and 45 ml of methanol was dissolved 20 g of 6-isobutenylimidazo[1,2-a]pyridine. The solution was cooled to -5° C. Ozone was introduced to the solution at -5° to 0° C. for 4 hours. The endpoint of the reaction was confirmed by thin layer chromatography. After completion of the reaction, a solution of 30.6 g of sodium sulfite in 160 ml of water was dropwise added under cooling at such a rate that the temperature did not exceed 20° ... Starting materials: ClC1=CC(=C(CN2N=CC3=CC(=CC=C23)C=C2C(N=C(S2)N(C)[C@@H]2[C@@H](CNCC2)F)=O)C=C1)C(F)(F)F (5-({1-[4-Chloro-2-(trifluoromethyl)benzyl]-1H-indazol-5-yl}methylidene)-2-{[(3R,4S)-3-fluoropiperidin-4-yl](methyl)amino}-1,3-thiazol-4(5H)-one), C([O-])([O-])=O.[K+].[K+] (potassium carbonate), BrCC(=O)N (2-Bromo-acetamide). The solvent is CN(C)C=O (DMF). Run at time 4 hour. Yields the product ClC1=CC(=C(CN2N=CC3=CC(=CC=C23)C=C2C(N=C(S2)N([C@@H]2[C@@H](CN(CC2)CC(=O)N)F)C)=O)C=C1)C(F)(F)F (2-[(3R,4S)-4-{[-5-({1-[4-Chloro-2-(trifluoromethyl)benzyl]-1H-indazol-5-yl}methylidene)-4-oxo-4,5-dihydro-1,3-thiazol-2-yl](methyl)amino}-3-fluoropiperidin-1-yl]acetamide). The yield is 64.7%. As a reaction SMILES: [Cl:1][C:2]1[CH:33]=[CH:32][C:5]([CH2:6][N:7]2[C:15]3[C:10](=[CH:11][C:12]([CH:16]=[C:17]4[S:21][C:20]([N:22]([C@H:24]5[CH2:29][CH2:28][NH:27][CH2:26][C@H:25]5[F:30])[CH3:23])=[N:19][C:18]4=[O:31])=[CH:13][CH:14]=3)[CH:9]=[N:8]2)=[C:4]([C:34]([F:37])([F:36])[F:35])[CH:3]=1.C(=O)([O-])[O-].[K+].[K+].Br[CH2:45][C:46]([NH2:48])=[O:47]>CN(C=O)C>[Cl:1][C:2]1[CH:33]=[CH:32][C:5]([CH2:6][N:7]2[C:15]3[C:10](=[CH:11][C:12]([CH:16]=[C:17]4[S:21][C:20]([N:22]([CH3:23])[C@H:24]5[CH2:29][CH2:28][N:27]([CH2:45][C:46]([NH2:48])=[O:47])[CH2:26][C@H:25]5[F:30])=[N:19][C:18]4=[O:31])=[CH:13][CH:14]=3)[CH:9]=[N:8]2)=[C:4]([C:34]([F:36])([F:37])[F:35])[CH:3]=1 |f:1.2.3|. Procedure details: To a solution of 5-({1-[4-Chloro-2-(trifluoromethyl)benzyl]-1H-indazol-5-yl}methylidene)-2-{[(3R,4S)-3-fluoropiperidin-4-yl](methyl)amino}-1,3-thiazol-4(5H)-one (previous Example 54) (90 mg, 0.16 mmol) in DMF (2 mL) was added potassium carbonate (45 mg, 0.32 mmol) followed by 2-Bromo-acetamide (27 mg, 0.20 mmol). The reaction mixture was stirred at room temperature for 4 hours and partitioned between water and ethyl acetate. The ethyl acetate layer was washed with brine, dried over Na2SO4, filte... The reactants are ClC1=C(C=C(C(=O)O)C=C1S(N)(=O)=O)S (4-chloro-3-mercapto-5-sulfamylbenzoic acid). Run in [OH-].[Na+] (sodium hydroxide), C(CCC)I (butyl iodide). Run at time 50 hour. The product is C(CCC)SC=1C=C(C(=O)O)C=C(C1Cl)S(N)(=O)=O (3-butylthio-4-chloro-5-sulfamylbenzoic acid). RXN SMILES: [Cl:1][C:2]1[C:10]([S:11](=[O:14])(=[O:13])[NH2:12])=[CH:9][C:5]([C:6]([OH:8])=[O:7])=[CH:4][C:3]=1[SH:15]>[OH-].[Na+].C(I)CCC>[CH2:10]([S:15][C:3]1[CH:4]=[C:5]([CH:9]=[C:10]([S:11](=[O:14])(=[O:13])[NH2:12])[C:2]=1[Cl:1])[C:6]([OH:8])=[O:7])[CH2:2][CH2:3][CH3:4] |f:1.2|. Procedure details: To a stirred solution of 4-chloro-3-mercapto-5-sulfamylbenzoic acid (5.5 g) in 1 N sodium hydroxide (29.5 ml), butyl iodide (2.1 ml) is added. After additional stirring for 50 hours precipitates the sodium salt of 3-butylthio-4-chloro-5-sulfamylbenzoic acid which is collected and washed with ice water. The sodium salt is suspended in water (25 ml) and 1 N hydrochloric acid added slowly until a pH value of 1. The precipitate is collected by filtration and recrystallized from aqueous ethanol to yi... Reactants: CCCC[Sn](CI)(CCCC)CCCC, CCCCCCC, CN(C)C=O, OC1CCC1, [H-], [Na+], C1CCOC1, O. Yields the product CCCC[Sn](CCCC)(CCCC)COC1CCC1. As a reaction SMILES: [CH2:13]([CH2:14][CH2:15][CH3:16])[Sn:17]([CH2:18][I:19])([CH2:20][CH2:21][CH2:22][CH3:23])[CH2:24][CH2:25][CH2:26][CH3:27].[CH3:29][CH2:30][CH2:31][CH2:32][CH2:33][CH2:34][CH3:35].[CH3:36][N:37]([CH3:38])[CH:39]=[O:40].[CH:8]1([OH:9])[CH2:10][CH2:11][CH2:12]1.[H-:1].[Na+:2].[O:3]1[CH2:4][CH2:5][CH2:6][CH2:7]1.[OH2:28]>>[O:3]([CH:7]1[CH2:4][CH2:5][CH2:6]1)[CH2:18][Sn:17]([CH2:13][CH2:14][CH2:15][CH3:16])([CH2:20][CH2:21][CH2:22][CH3:23])[CH2:24][CH2:25][CH2:26][CH3:27].